From a dataset of the Open Reaction Database (ORD), a public repository of structured organic reaction records. describe an organic reaction: reactants, conditions, products, and yield Starting materials: CCS, COc1ccc2c(C)c(-c3ccncc3)c(=O)oc2c1, ClCCl, [Na+], O=C([O-])O. Product: Cc1c(-c2ccncc2)c(=O)oc2cc(O)ccc12. RXN SMILES: [CH2:21]([SH:22])[CH3:23].[CH3:1][O:2][c:3]1[cH:4][cH:5][c:6]2[c:7]([CH3:20])[c:8](-[c:14]3[cH:15][cH:16][n:17][cH:18][cH:19]3)[c:9](=[O:13])[o:10][c:11]2[cH:12]1.[Cl:29][CH2:30][Cl:31].[Na+:28].[O-:24][C:25]([OH:26])=[O:27]>>[OH:2][c:3]1[cH:4][cH:5][c:6]2[c:7]([CH3:20])[c:8](-[c:14]3[cH:15][cH:16][n:17][cH:18][cH:19]3)[c:9](=[O:13])[o:10][c:11]2[cH:12]1. Reactants: BrCCCCCNC(=O)NC1=CSC=C1C(=O)OC (N-(5-bromopentyl)-N'-(4-carbomethoxythien-3-yl]urea), Cl.COC1=C(C=CC=C1)N1CCNCC1 (1-(2-methoxyphenyl)piperazine hydrochloride), [Na+].[I-] (NaI), C(=O)(O)[O-].[Na+] (NaHCO3), [OH-].[Na+] (NaOH). The solvent is CC(C)O (2-propanol), O (water). Yields the product COC1=C(C=CC=C1)N1CCN(CC1)CCCCCN1C(NC=2C(C1=O)=CSC2)=O (3-[5-[4-(2-methoxyphenyl)piperazin-1-yl]pentyl]thieno[3,4-d]pyrimidine-2,4-dione). The yield is 109.7%. As a reaction SMILES: Br[CH2:2][CH2:3][CH2:4][CH2:5][CH2:6][NH:7][C:8]([NH:10][C:11]1[C:15]([C:16]([O:18]C)=O)=[CH:14][S:13][CH:12]=1)=[O:9].Cl.[CH3:21][O:22][C:23]1[CH:28]=[CH:27][CH:26]=[CH:25][C:24]=1[N:29]1[CH2:34][CH2:33][NH:32][CH2:31][CH2:30]1.[Na+].[I-].C([O-])(O)=O.[Na+].[OH-].[Na+]>CC(O)C.O>[CH3:21][O:22][C:23]1[CH:28]=[CH:27][CH:26]=[CH:25][C:24]=1[N:29]1[CH2:34][CH2:33][N:32]([CH2:2][CH2:3][CH2:4][CH2:5][CH2:6][N:7]2[C:16](=[O:18])[C:15]3=[CH:14][S:13][CH:12]=[C:11]3[NH:10][C:8]2=[O:9])[CH2:31][CH2:30]1 |f:1.2,3.4,5.6,7.8|. Procedure: The above urea (8.0 g, 23 mmol) was reacted with 1-(2-methoxyphenyl)piperazine hydrochloride (10.48 g, 45 mmol), NaI (1.72 g, 11 mmol) and NaHCO3 (7.69 g, 92 mmol) in 50 mL of 2-propanol at reflux for 6 hours under a nitrogen blanket. After cooling, water was added and the 2-propanol was removed by distillation. The brown residue was dissolved in CH2Cl2 and washed with water and brine and dried (MgSO4). After the solvent has been removed in vacuo, the tan residue was dissolved in MeOH and treate... The reactants are BrC1=CC=C2N[C@H](CN(C2=C1)C1=NOC2=C1C=CC=C2)C ((S)-3-(7-bromo-3-methyl-3,4-dihydroquinoxalin-1(2H)-yl)benzo[d]isoxazole), ClCCCl (1,2-dichloroethane), C(C)(C)N(C(C)C)CC (N,N-Diisopropylethylamine), C(C)(=O)Cl (acetyl chloride). Run in C(C)(=O)OCC (ethyl acetate). Reaction conditions: temperature 50 celsius, time 1.5 hour. Product: O1N=C(C2=C1C=CC=C2)N2C[C@@H](N(C1=CC=C(C=C21)Br)C(C)=O)C ((S)-1-(4-(benzo[d]isoxazol-3-yl)-6-bromo-2-methyl-3,4-dihydroquinoxaline-1(2H)-yl)ethanone). Isolated yield 100.0%. Reaction SMILES: [Br:1][C:2]1[CH:11]=[C:10]2[C:5]([NH:6][C@@H:7]([CH3:21])[CH2:8][N:9]2[C:12]2[C:16]3[CH:17]=[CH:18][CH:19]=[CH:20][C:15]=3[O:14][N:13]=2)=[CH:4][CH:3]=1.ClCCCl.C(N(CC)C(C)C)(C)C.[C:35](Cl)(=[O:37])[CH3:36]>C(OCC)(=O)C>[O:14]1[C:15]2[CH:20]=[CH:19][CH:18]=[CH:17][C:16]=2[C:12]([N:9]2[C:10]3[C:5](=[CH:4][CH:3]=[C:2]([Br:1])[CH:11]=3)[N:6]([C:35](=[O:37])[CH3:36])[C@@H:7]([CH3:21])[CH2:8]2)=[N:13]1. Reported procedure: A reaction vial was charged with (S)-3-(7-bromo-3-methyl-3,4-dihydroquinoxalin-1(2H)-yl)benzo[d]isoxazole (10.33 mg, 0.03 mmol) and 1,2-dichloroethane (0.30 mL). N,N-Diisopropylethylamine (0.026 mL, 0.150 mmol) and acetyl chloride (6.4 μl, 0.090 mmol) were added, and the mixture stirred at 50° C. for 1.5 h. The reaction was diluted with ethyl acetate and washed with brine. The aqueous layer was separated and washed with ethyl acetate, and the combined organic layers were concentrated under a str... The solvent is N1=CC=CC=C1 (pyridine). RXN SMILES: [OH:1][C@@H:2]1[C@@:27]2([CH3:28])[C:6](=[CH:7][CH2:8][C@@H:9]3[C@@H:26]2[CH2:25][CH2:24][C@@:23]2([CH3:29])[C@H:10]3[CH2:11][CH2:12][C@@H:13]2[C@H:14]([CH3:22])[CH2:15][CH2:16][CH2:17][C:18]([OH:21])([CH3:20])[CH3:19])[CH2:5][C@@H:4]([OH:30])[CH2:3]1.C([O:34][C:35](=[O:37])[CH3:36])(=O)C.C1C=CC=CC=1.CCCCCC>N1C=CC=CC=1>[OH:1][C@@H:2]1[C@@:27]2([CH3:28])[C:6](=[CH:7][CH2:8][C@@H:9]3[C@@H:26]2[CH2:25][CH2:24][C@@:23]2([CH3:29])[C@H:10]3[CH2:11][CH2:12][C@@H:13]2[C@H:14]([CH3:22])[CH2:15][CH2:16][CH2:17][C:18]([OH:21])([CH3:20])[CH3:19])[CH2:5][C@@H:4]([OH:30])[CH2:3]1.[CH3:27][C:2]([CH2:3][C:4]([CH2:36][C:35]([OH:34])=[O:37])=[O:30])=[O:1] |f:2.3,5.6|. Yields the product O[C@H]1C[C@@H](CC2=CC[C@H]3[C@@H]4CC[C@H]([C@@H](CCCC(C)(C)O)C)[C@]4(CC[C@@H]3[C@@]12C)C)O.CC(=O)CC(=O)CC(=O)O (1α,25-Dihydroxycholesterol triacetate). Procedure: The triol from (b) above (0.5 g) in pyridine (0.5 ml) and acetic anhydride (8 ml) was heated at reflux for 1.5 hours. The solution was cooled, poured into ice-water and stirred to decompose the anhydride. Work up by extraction with ethyl acetate as usual gave a brown oil which was chromatographed on alumina (act. III, 25 g). Elution with hexane-benzene (7:3) gave a trace of non polar material. Benzene-hexane (1:1) yielded the title compound (0.58 g) as a very soluble colourless oil which resiste... Reactants: C1=CC=CC=C1.CCCCCC (Benzene hexane), ice water, anhydride, triol, O[C@H]1C[C@@H](CC2=CC[C@H]3[C@@H]4CC[C@H]([C@@H](CCCC(C)(C)O)C)[C@]4(CC[C@@H]3[C@@]12C)C)O (1α,25-Dihydroxycholesterol), C(C)(=O)OC(C)=O (acetic anhydride). Reactants: Cl (hydrochloric acid), OC=1C=C(C=O)C=CC1O (3,4-dihydroxybenzaldehyde), C([O-])([O-])=O.[K+].[K+] (potassium carbonate), C(C1=CC=CC=C1)Br (benzyl bromide). Run in CN(C=O)C (N,N-dimethylformamide). Run at time 16 hour. The product is C(C1=CC=CC=C1)OC1=C(C=C(C=O)C=C1)O (4-Benzyloxy-3-hydroxybenzaldehyde). RXN SMILES: [OH:1][C:2]1[CH:3]=[C:4]([CH:7]=[CH:8][C:9]=1[OH:10])[CH:5]=[O:6].C(=O)([O-])[O-].[K+].[K+].[CH2:17](Br)[C:18]1[CH:23]=[CH:22][CH:21]=[CH:20][CH:19]=1.Cl>CN(C)C=O>[CH2:17]([O:10][C:9]1[CH:8]=[CH:7][C:4]([CH:5]=[O:6])=[CH:3][C:2]=1[OH:1])[C:18]1[CH:23]=[CH:22][CH:21]=[CH:20][CH:19]=1 |f:1.2.3|. Reported procedure: To a mixture of 3,4-dihydroxybenzaldehyde (21.6 g), potassium carbonate (21.56 g) and N,N-dimethylformamide (200 mL) was added dropwise benzyl bromide (18.5 mL) under ice-cooling, and the resulting mixture was stirred at room temperature for 16 hours. Two mol/L hydrochloric acid (40 mL) was added to the reaction mixture and the whole was extracted with ethyl acetate. The organic layer was washed with brine, dried over anhydrous magnesium sulfate and concentrated under reduced pressure. The resid... Reactants: C(C)OC(CCCBr)=O (4-bromobutyric acid ethyl ester), C12(CC3CC(CC(C1)C3)C2)C2=CC=C(C=C2)S (4-(1-adamantyl)-thiophenol), O1CCCC1 (tetrahydrofurane), [Na] (sodium). Solvent: C(C)O (ethanol), C(C)O (ethanol). Run at temperature 50 celsius. Yields the product C(C)OC(CCCSC1=CC=C(C=C1)C12CC3CC(CC(C1)C3)C2)=O (4-[4-(1-adamantyl)-phenylthio]-butyric acid ethyl ester). Reaction SMILES: [C:1]12([C:11]3[CH:16]=[CH:15][C:14]([SH:17])=[CH:13][CH:12]=3)[CH2:10][CH:5]3[CH2:6][CH:7]([CH2:9][CH:3]([CH2:4]3)[CH2:2]1)[CH2:8]2.O1CCCC1.[Na].[CH2:24]([O:26][C:27](=[O:32])[CH2:28][CH2:29][CH2:30]Br)[CH3:25]>C(O)C>[CH2:24]([O:26][C:27](=[O:32])[CH2:28][CH2:29][CH2:30][S:17][C:14]1[CH:13]=[CH:12][C:11]([C:1]23[CH2:8][CH:7]4[CH2:9][CH:3]([CH2:4][CH:5]([CH2:6]4)[CH2:10]2)[CH2:2]3)=[CH:16][CH:15]=1)[CH3:25] |^1:22|. Reported procedure: A solution of 5 g of the crude 4-(1-adamantyl)-thiophenol obtained above, in 25 ml of absolute ethanol and 25 ml of absolute tetrahydrofurane is added dropwise to a solution of 500 mg of sodium in 20 ml of absolute ethanol whilst stirring in a dry nitrogen atmosphere, and 2.9 ml of 4-bromobutyric acid ethyl ester are then added under the same conditions. After completion of the addition, the mixture is heated to 50° C for 14 hours. It is then evaporated to dryness in vacuo and the evaporation re... Starting materials: C1=C(C=CC2=CC=CC=C12)O (2-naphthol), CC[O-].[Na+] (sodium ethylate), crystals, NC1=NC=CC=C1OC (2-amino-3-methoxypyridine), N(=O)OCCC(C)C (isopentyl nitrite). Run in C(C)O (ethanol), C(C)O (ethanol). The product is COC=1C(=NC=CC1)N=NC1=C(C=CC2=CC=CC=C12)O (1-(3-methoxy-2-pyridylazo)-2-naphthol). As a reaction SMILES: CC[O-].[Na+].[NH2:5][C:6]1[C:11]([O:12][CH3:13])=[CH:10][CH:9]=[CH:8][N:7]=1.[N:14](OCCC(C)C)=O.[CH:22]1[C:31]2[C:26](=[CH:27][CH:28]=[CH:29][CH:30]=2)[CH:25]=[CH:24][C:23]=1[OH:32]>C(O)C>[CH3:13][O:12][C:11]1[C:6]([N:5]=[N:14][C:22]2[C:31]3[C:26](=[CH:27][CH:28]=[CH:29][CH:30]=3)[CH:25]=[CH:24][C:23]=2[OH:32])=[N:7][CH:8]=[CH:9][CH:10]=1 |f:0.1|. Reported procedure: Next, a reaction flask was loaded with sodium ethylate (2.2 g) and ethanol (33 ml) and they were mixed. To the mixture, 2-amino-3-methoxypyridine (3.3 g) was added, and then isopentyl nitrite (3.7 g) was dropwise added in ten minutes with stirring. This was heated and stirred at the reflux temperature for 3.5 hours. The heating was stopped, and the mixture was cooled to room temperature. To this, 2-naphthol (2.7 g) dissolved in ethanol (5 ml) was dropwise added in 30 minutes. After stirring at r... Reactants: C(C)(C)(C)OC(=O)N1CCC(CC1)OC1=CC=C(OCC(=O)OCC)C=C1 (ethyl 4-(1-tert-butoxycarbonylpiperidin4-yloxy)-phenoxyacetate), O1CCCC1 (tetrahydrofuran), [OH-].[Li+] (lithium hydroxide). Solvent: C(C)O (ethanol). Conditions: time 20 minute. Yields the product C(C)(C)(C)OC(=O)N1CCC(CC1)OC1=CC=C(OCC(=O)O)C=C1 (4-(1-tert-Butoxycarbonylpiperidin-4-yloxy)phenoxyacetic Acid). Yield: 86.9%. As a reaction SMILES: [C:1]([O:5][C:6]([N:8]1[CH2:13][CH2:12][CH:11]([O:14][C:15]2[CH:27]=[CH:26][C:18]([O:19][CH2:20][C:21]([O:23]CC)=[O:22])=[CH:17][CH:16]=2)[CH2:10][CH2:9]1)=[O:7])([CH3:4])([CH3:3])[CH3:2].O1CCCC1.[OH-].[Li+]>C(O)C>[C:1]([O:5][C:6]([N:8]1[CH2:13][CH2:12][CH:11]([O:14][C:15]2[CH:16]=[CH:17][C:18]([O:19][CH2:20][C:21]([OH:23])=[O:22])=[CH:26][CH:27]=2)[CH2:10][CH2:9]1)=[O:7])([CH3:4])([CH3:2])[CH3:3] |f:2.3|. Procedure details: To a solution of ethyl 4-(1-tert-butoxycarbonylpiperidin4-yloxy)-phenoxyacetate (23.71 g) in a mire of tetrahydrofuran (34 ml) and ethanol (34 ml) was dropwise added 1N aqueous lithium hydroxide solution (68.7 ml) with ice-cooling, and the mixture was stirred at room temperature for 20 min. After completion of the reaction, the solvent was evaporated and to the obtained residue was added 10% aqueous citric acid solution. The mixture was extracted with ethyl acetate and washed successively with w... Starting materials: [N+](=O)([O-])C1=C(C(=CC(=C1Cl)[N+](=O)[O-])C)C(=O)Cl (3,5-Dinitro-4-chloro-o-toluoyl chloride), N (ammonia), O (water). Solvent: CC(=O)C (acetone). Product: [N+](=O)([O-])C1=C(C(=CC(=C1Cl)[N+](=O)[O-])C)C(=O)N (3,5-Dinitro-4-chloro-o-toluamide). As a reaction SMILES: [N+:1]([C:4]1[C:9]([Cl:10])=[C:8]([N+:11]([O-:13])=[O:12])[CH:7]=[C:6]([CH3:14])[C:5]=1[C:15](Cl)=[O:16])([O-:3])=[O:2].[NH3:18].O>CC(C)=O>[N+:1]([C:4]1[C:9]([Cl:10])=[C:8]([N+:11]([O-:13])=[O:12])[CH:7]=[C:6]([CH3:14])[C:5]=1[C:15]([NH2:18])=[O:16])([O-:3])=[O:2]. Procedure: 3,5-Dinitro-4-chloro-o-toluoyl chloride is treated with two equivalents of ammonia in cold acetone. The mixture is poured into water and the desired product as a precipitated solid collected by filtration.